The task is: describe an organic reaction: reactants, conditions, products, and yield. This data is from the Open Reaction Database (ORD), a public repository of structured organic reaction records. Yields the product ClC1=C(C=CC(=C1)Cl)C1=CC(=C(C=C1)C1CC1)C1C(CCC1=O)=O (2-(2′,4′-dichloro-4-cyclopropylbiphenyl-3-yl)-cyclopentane-1,3-dione). Reported procedure: To a mixture of 2-(5-bromo-2-cyclopropylphenyl)cyclopentane-1,3-dione (0.100 g, 0.34 mmol), 2,4-dichlorophenylboronic acid (0.090 g, 0.47 mmol), [1,1′-bis(diphenylphosphino)-ferrocene]palladium(II)chloride (22 mg, 0.027 mmol) and cesium fluoride (0.152 g, 1.0 mmol) is added 1,2-dimethoxyethane (1 ml). After evacuating and flushing with nitrogen (×3) the mixture is heated at 160° C. for 15 minutes under microwave irradiation. After dilution with distilled water the crude product is extracted with... The reactants are BrC=1C=CC(=C(C1)C1C(CCC1=O)=O)C1CC1 (2-(5-bromo-2-cyclopropylphenyl)cyclopentane-1,3-dione), ClC1=C(C=CC(=C1)Cl)B(O)O (2,4-dichlorophenylboronic acid), [F-].[Cs+] (cesium fluoride). RXN SMILES: Br[C:2]1[CH:3]=[CH:4][C:5]([CH:15]2[CH2:17][CH2:16]2)=[C:6]([CH:8]2[C:12](=[O:13])[CH2:11][CH2:10][C:9]2=[O:14])[CH:7]=1.[Cl:18][C:19]1[CH:24]=[C:23]([Cl:25])[CH:22]=[CH:21][C:20]=1B(O)O.[F-].[Cs+]>C1C=CC(P(C2C=CC=CC=2)[C-]2C=CC=C2)=CC=1.C1C=CC(P(C2C=CC=CC=2)[C-]2C=CC=C2)=CC=1.Cl[Pd]Cl.[Fe+2].COCCOC>[Cl:18][C:19]1[CH:24]=[C:23]([Cl:25])[CH:22]=[CH:21][C:20]=1[C:2]1[CH:3]=[CH:4][C:5]([CH:15]2[CH2:17][CH2:16]2)=[C:6]([CH:8]2[C:12](=[O:13])[CH2:11][CH2:10][C:9]2=[O:14])[CH:7]=1 |f:2.3,4.5.6.7|. Reagents/catalysts: C1=CC=C(C=C1)P([C-]2C=CC=C2)C3=CC=CC=C3.C1=CC=C(C=C1)P([C-]2C=CC=C2)C3=CC=CC=C3.Cl[Pd]Cl.[Fe+2] ([1,1′-bis(diphenylphosphino)-ferrocene]palladium(II)chloride). Run at temperature 160 celsius. Solvent: COCCOC (1,2-dimethoxyethane).